This data is from the Open Reaction Database (ORD), a public repository of structured organic reaction records. The task is: describe an organic reaction: reactants, conditions, products, and yield Starting materials: N(=NC(=O)N1CCCCC1)C(=O)N1CCCCC1 (1,1′-(azodicarbonyl)dipiperidine), COCCOC=1C=C2C=C(NC2=C(C1)NS(=O)(=O)C1=NC=CC=C1)C(=O)OCC (ethyl 5-(2-methoxyethoxy)-7-[(pyridin-2-ylsulfonyl)amino]-1H-indole-2-carboxylate), FC(CO)F (2,2-difluoroethanol), C(CCC)P(CCCC)CCCC (tributylphosphine). Run in C1(=CC=CC=C1)C (toluene). Reaction conditions: time 8 hour. Product: FC(CN(C=1C=C(C=C2C=C(NC12)C(=O)OCC)OCCOC)S(=O)(=O)C1=NC=CC=C1)F (ethyl 7-[(2,2-difluoroethyl)(pyridin-2-ylsulfonyl)amino]-5-(2-methoxyethoxy)-1H-indole-2-carboxylate). The yield is 37.0%. RXN SMILES: [CH3:1][O:2][CH2:3][CH2:4][O:5][C:6]1[CH:7]=[C:8]2[C:12](=[C:13]([NH:15][S:16]([C:19]3[CH:24]=[CH:23][CH:22]=[CH:21][N:20]=3)(=[O:18])=[O:17])[CH:14]=1)[NH:11][C:10]([C:25]([O:27][CH2:28][CH3:29])=[O:26])=[CH:9]2.[F:30][CH:31]([F:34])[CH2:32]O.C(P(CCCC)CCCC)CCC.N(C(N1CCCCC1)=O)=NC(N1CCCCC1)=O>C1(C)C=CC=CC=1>[F:30][CH:31]([F:34])[CH2:32][N:15]([S:16]([C:19]1[CH:24]=[CH:23][CH:22]=[CH:21][N:20]=1)(=[O:17])=[O:18])[C:13]1[CH:14]=[C:6]([O:5][CH2:4][CH2:3][O:2][CH3:1])[CH:7]=[C:8]2[C:12]=1[NH:11][C:10]([C:25]([O:27][CH2:28][CH3:29])=[O:26])=[CH:9]2. Procedure details: To a mixture of ethyl 5-(2-methoxyethoxy)-7-[(pyridin-2-ylsulfonyl)amino]-1H-indole-2-carboxylate (500 mg), 2,2-difluoroethanol (0.09 mL), tributylphosphine (0.59 mL) and toluene (30 mL) was added 1,1′-(azodicarbonyl)dipiperidine (600 mg), and the mixture was stirred at room temperature overnight. The insoluble substance was filtered off, and the filtrate was diluted with ethyl acetate and 1N aqueous hydrochloric acid solution. The organic layer was washed with aqueous sodium bicarbonate solutio... The solvent is C(Cl)Cl (methylene chloride). As a reaction SMILES: [CH3:1][C:2]1([CH3:21])[CH2:6][O:5][C:4]([C:7]2[CH:12]=[CH:11][CH:10]=[CH:9][C:8]=2[C:13]2[CH:18]=[CH:17][C:16]([CH2:19]O)=[CH:15][CH:14]=2)=[N:3]1.S(Cl)([Cl:24])=O.C(=O)([O-])O.[Na+]>C(Cl)Cl>[CH3:1][C:2]1([CH3:21])[CH2:6][O:5][C:4]([C:7]2[CH:12]=[CH:11][CH:10]=[CH:9][C:8]=2[C:13]2[CH:18]=[CH:17][C:16]([CH2:19][Cl:24])=[CH:15][CH:14]=2)=[N:3]1 |f:2.3|. Reaction conditions: time 1 hour. Yields the product CC1(N=C(OC1)C1=C(C=CC=C1)C1=CC=C(C=C1)CCl)C (4,4-dimethyl-2-(4'-chloromethylbiphenyl-2-yl)oxazoline), crystal. The yield is 99.0%. Starting materials: CC1(N=C(OC1)C1=C(C=CC=C1)C1=CC=C(C=C1)CO)C (4,4-dimethyl-2-(4'-hydroxymethylbiphenyl-2-yl)oxazoline), C(O)([O-])=O.[Na+] (sodium hydrogencarbonate), S(=O)(Cl)Cl (thionyl chloride). Procedure details: 1.0 g (3.55 mmol) of 4,4-dimethyl-2-(4'-hydroxymethylbiphenyl-2-yl)oxazoline was dissolved in methylene chloride (15 ml). Under cooling with ice, 0.51 g (4.29 mmol) of thionyl chloride was dropwise added thereto, followed by stirring for one hour. The reaction liquid was poured into an aqueous solution of sodium hydrogencarbonate, followed by the extraction with methylene chloride. After washing with water and drying, vacuum concentration was conducted. 1.05 g of the title compound was obtained ... The reactants are CC(C)([O-])C.[K+] (potassium tert-butoxide), CI (methyl iodide), COC=1C=C(C=CC1OC)C1=CC(N(C(N1)=O)C)=NC1=C(C=C(C=C1C)C)C (3,4-dihydro-6-(3,4-dimethoxyphenyl)-3-methyl-4-(2,4,6-trimethylphenylimino)-2(1H)-pyrimidinone), CC(C)([O-])C.[K+] (potassium tertbutoxide), CI (methyl iodide), O (water). Run in CN(C=O)C (N,N-dimethylformamide). Reaction conditions: time 5 hour. The product is COC=1C=C(C=CC1OC)C1=CC(N(C(N1C)=O)C)=NC1=C(C=C(C=C1C)C)C (3,4-dihydro-6-(3,4-dimethoxyphenyl)-1,3-dimethyl-4-(2,4,6-trimethylphenylimino)-2(1H)-pyrimidinone). Isolated yield 80.0%. Reaction SMILES: [CH3:1][O:2][C:3]1[CH:4]=[C:5]([C:11]2[NH:16][C:15](=[O:17])[N:14]([CH3:18])[C:13](=[N:19][C:20]3[C:25]([CH3:26])=[CH:24][C:23]([CH3:27])=[CH:22][C:21]=3[CH3:28])[CH:12]=2)[CH:6]=[CH:7][C:8]=1[O:9][CH3:10].[CH3:29]C(C)([O-])C.[K+].CI.O>CN(C)C=O>[CH3:1][O:2][C:3]1[CH:4]=[C:5]([C:11]2[N:16]([CH3:29])[C:15](=[O:17])[N:14]([CH3:18])[C:13](=[N:19][C:20]3[C:25]([CH3:26])=[CH:24][C:23]([CH3:27])=[CH:22][C:21]=3[CH3:28])[CH:12]=2)[CH:6]=[CH:7][C:8]=1[O:9][CH3:10] |f:1.2|. Procedure: To a suspension of 3,4-dihydro-6-(3,4-dimethoxyphenyl)-3-methyl-4-(2,4,6-trimethylphenylimino)-2(1H)-pyrimidinone (1.0 g) in N,N-dimethylformamide (10 ml) were added potassium tert-butoxide (0.38 g) and methyl iodide (0.33 ml) and the mixture was stirred at ambient temperature for 5 hours. To the reaction mixture were added additional potassium tertbutoxide (0.38 g) and methyl iodide (0.17 ml) and the mixture was stirred at ambient temperature for more 2 hours. The mixture was poured into water ... Reactants: CC(=O)SCC(C)C(=O)Cl, CC(CSC(=O)c1ccccc1)C(=O)N1CCC=C1C(=O)O, CC(CSC(=O)c1cccs1)C(=O)Cl. The product is CC(CSC(=O)c1cccs1)C(=O)N1CCC=C1C(=O)O. RXN SMILES: [C:15]([S:16][CH2:17][CH:18]([CH3:19])[C:20]([Cl:21])=[O:22])(=[O:23])[CH3:24].[C:25]([S:26][CH2:27][CH:28]([CH3:29])[C:30](=[O:31])[N:38]1[C:39]([C:43](=[O:44])[OH:45])=[CH:40][CH2:41][CH2:42]1)(=[O:32])[c:33]1[cH:34][cH:35][cH:36][cH:37][cH:46]1.[s:1]1[c:2]([C:6](=[O:7])[S:8][CH2:9][CH:10]([C:11](=[O:12])[Cl:13])[CH3:14])[cH:3][cH:4][cH:5]1>>[s:1]1[c:2]([C:6](=[O:7])[S:8][CH2:9][CH:10]([C:11](=[O:12])[N:38]2[C:39]([C:43](=[O:44])[OH:45])=[CH:40][CH2:41][CH2:42]2)[CH3:14])[cH:3][cH:4][cH:5]1. Starting materials: [Ag+], C1CCNCC1, CC(C)OC(=O)C1=C2SCC(=CC(=O)Sc3ccccc3)N2CC1, O=C([O-])C(F)(F)F, C1CCOC1. Product: CC(C)OC(=O)C1=C2SCC(=CC(=O)N3CCCCC3)N2CC1. RXN SMILES: [Ag+:43].[CH2:25]1[CH2:26][CH2:27][NH:28][CH2:29][CH2:30]1.[CH:1]([CH3:2])([CH3:3])[O:4][C:5](=[O:6])[C:7]1=[C:11]2[N:10]([CH2:9][CH2:8]1)[C:14](=[CH:15][C:16](=[O:17])[S:18][c:19]1[cH:20][cH:21][cH:22][cH:23][cH:24]1)[CH2:13][S:12]2.[F:36][C:37]([F:38])([F:39])[C:40]([O-:41])=[O:42].[O:31]1[CH2:32][CH2:33][CH2:34][CH2:35]1>>[CH:1]([CH3:2])([CH3:3])[O:4][C:5](=[O:6])[C:7]1=[C:11]2[N:10]([CH2:9][CH2:8]1)[C:14](=[CH:15][C:16](=[O:17])[N:28]1[CH2:27][CH2:26][CH2:25][CH2:30][CH2:29]1)[CH2:13][S:12]2. The reactants are O=C(OCc1ccccc1)N1CCOc2cc(Oc3cc(Cl)ncn3)ccc21, CCOC(C)=O, [N-]=[N+]=[N-], [Na+], CN(C)C=O, O. Yields the product [N-]=[N+]=Nc1cc(Oc2ccc3c(c2)OCCN3C(=O)OCc2ccccc2)ncn1. Reaction SMILES: [CH2:1]([c:2]1[cH:3][cH:4][cH:5][cH:6][cH:7]1)[O:8][C:9](=[O:10])[N:11]1[CH2:12][CH2:13][O:14][c:15]2[c:16]1[cH:17][cH:18][c:19]([O:21][c:22]1[n:23][cH:24][n:25][c:26]([Cl:28])[cH:27]1)[cH:20]2.[CH3:38][CH2:39][O:40][C:41]([CH3:42])=[O:43].[N-:29]=[N+:30]=[N-:31].[Na+:32].[O:33]=[CH:34][N:35]([CH3:36])[CH3:37].[OH2:44]>>[CH2:1]([c:2]1[cH:3][cH:4][cH:5][cH:6][cH:7]1)[O:8][C:9](=[O:10])[N:11]1[CH2:12][CH2:13][O:14][c:15]2[c:16]1[cH:17][cH:18][c:19]([O:21][c:22]1[n:23][cH:24][n:25][c:26]([N:29]=[N+:30]=[N-:31])[cH:27]1)[cH:20]2. Starting materials: COCc1ccc(OCc2ccc(OC)cc2)c([N+](=O)[O-])c1, ClCCl, O=C(O)C(F)(F)F, [Na+], O=C([O-])O. Product: COCc1ccc(O)c([N+](=O)[O-])c1. Reaction SMILES: [CH3:1][O:2][c:3]1[cH:4][cH:5][c:6]([CH2:7][O:8][c:9]2[c:10]([N+:18](=[O:19])[O-:20])[cH:11][c:12]([CH2:15][O:16][CH3:17])[cH:13][cH:14]2)[cH:21][cH:22]1.[Cl:35][CH2:36][Cl:37].[F:23][C:24]([F:25])([F:26])[C:27]([OH:28])=[O:29].[Na+:34].[O-:30][C:31]([OH:32])=[O:33]>>[OH:8][c:9]1[c:10]([N+:18](=[O:19])[O-:20])[cH:11][c:12]([CH2:15][O:16][CH3:17])[cH:13][cH:14]1. Reported procedure: When 2-[(thiazol-2-yl)methylthio]ethylamine is reacted in an inert solvent with about an equimolar amount of 1-cyano-2-ethoxy-2-propynylaminoethylene [prepared from propargylamine and 1-cyano-2,2-bis(ethoxy)ethylene, which is itself prepared according to the procedure described in J. Am. Chem. Soc., 71, 47 (1949)], the title product is produced. Starting materials: S1C(=NC=C1)CSCCN (2-[(thiazol-2-yl)methylthio]ethylamine), C(#N)C=C(NC#CC)OCC (1-cyano-2-ethoxy-2-propynylaminoethylene), C(C#C)N (propargylamine), C(#N)C=C(OCC)OCC (1-cyano-2,2-bis(ethoxy)ethylene). Product: C(#N)C=C(NCCSCC=1SC=CN1)NCC#C (1-Cyano-2-(2-propynylamino)-2-{2-[(thiazol-2-yl)methylthio]ethylamino}ethylene). RXN SMILES: [S:1]1[CH:5]=[CH:4][N:3]=[C:2]1[CH2:6][S:7][CH2:8][CH2:9][NH2:10].[C:11]([CH:13]=[C:14](OCC)[NH:15][C:16]#[C:17][CH3:18])#[N:12].C(N)C#C.C(C=C(OCC)OCC)#N>>[C:11]([CH:13]=[C:14]([NH:15][CH2:16][C:17]#[CH:18])[NH:10][CH2:9][CH2:8][S:7][CH2:6][C:2]1[S:1][CH:5]=[CH:4][N:3]=1)#[N:12]. Starting materials: solution, NC1=NC2=CC=CC=C2C2=C1N=C1N2C(CC(NC1)=O)C (6-amino-12-methyl-8,9,11,12-tetrahydro-10H-[1,4]diazepino[1′,2′:1,2]imidazo[4,5-c]quinolin-10-one). Product: CC1CCNCC=2N1C1=C(C(=NC3=CC=CC=C13)N)N2 (12-methyl-9,10,11,12-tetrahydro-8H-[1,4]diazepino[1′,2′:1,2]imidazo[4,5-c]quinolin-6-amine). The solvent is C1CCOC1 (THF), C1CCOC1 (THF). Conditions: time 8 hour. Procedure: Borane THF complex (2.76 mL of a 1 M solution in THF) was added to a solution of 6-amino-12-methyl-8,9,11,12-tetrahydro-10H-[1,4]diazepino[1′,2′:1,2]imidazo[4,5-c]quinolin-10-one (0.389 g, 1.38 mmol) in THF (5 mL), and the mixture was stirred at room temperature overnight and then heated at reflux for six hours. An analysis by LC/MS indicated the reaction was incomplete, and additional borane tetrahydrofuran complex (2.76 mL) was added. The reaction mixture was heated at reflux overnight, allowe... As a reaction SMILES: [NH2:1][C:2]1[C:11]2[N:12]=[C:13]3[CH2:19][NH:18][C:17](=O)[CH2:16][CH:15]([CH3:21])[N:14]3[C:10]=2[C:9]2[C:4](=[CH:5][CH:6]=[CH:7][CH:8]=2)[N:3]=1>C1COCC1>[CH3:21][CH:15]1[N:14]2[C:10]3[C:9]4[C:4](=[CH:5][CH:6]=[CH:7][CH:8]=4)[N:3]=[C:2]([NH2:1])[C:11]=3[N:12]=[C:13]2[CH2:19][NH:18][CH2:17][CH2:16]1.